Dataset: the Open Reaction Database (ORD), a public repository of structured organic reaction records. Task: describe an organic reaction: reactants, conditions, products, and yield Starting materials: COC1=NC=2C=C(C(=C(C2N=C1OC)C(=O)Cl)C)[N+](=O)[O-] (2,3-Dimethoxy-6-methyl-7-nitro-quinoxaline-5-carbonyl chloride), C(C1=CC=CC=C1)N (benzylamine). Reaction conditions: time 24 hour. Product: C(C1=CC=CC=C1)NC(=O)C=1C=2N=C(C(=NC2C=C(C1C)[N+](=O)[O-])OC)OC (2,3-Dimethoxy-6-methyl-7-nitro-quinoxaline-5-carboxylic acid benzylamide). Reaction SMILES: [CH3:1][O:2][C:3]1[C:12]([O:13][CH3:14])=[N:11][C:10]2[C:9]([C:15](Cl)=[O:16])=[C:8]([CH3:18])[C:7]([N+:19]([O-:21])=[O:20])=[CH:6][C:5]=2[N:4]=1.[CH2:22]([NH2:29])[C:23]1[CH:28]=[CH:27][CH:26]=[CH:25][CH:24]=1>>[CH2:22]([NH:29][C:15]([C:9]1[C:10]2[N:11]=[C:12]([O:13][CH3:14])[C:3]([O:2][CH3:1])=[N:4][C:5]=2[CH:6]=[C:7]([N+:19]([O-:21])=[O:20])[C:8]=1[CH3:18])=[O:16])[C:23]1[CH:28]=[CH:27][CH:26]=[CH:25][CH:24]=1. Procedure: Prepared from 2,3-dimethoxy-6-methyl-7-nitro-quinoxaline-5-carbonyl chloride (13) 250 mg (0.80 mmol) and benzylamine 90 μL (0.84 mmol). Reaction was continued for 24 hours, and the crude product was eluted through a flash column (7:3 hexanes:ethyl acetate), 260 mg (84%), mp 171-173° C.; 1H NMR (CCl3): δ 8.32 (s, 1H), 7.32 (m, 5H), 6.12 (br s, 1H), 4.68 (d, 2H, J=5.6 Hz), 4.06 (s, 3H), 3.92 (s, 3H), 2.56 (s, 3H); MS (APCI): m/z 383 (M+1). Reactants: NC=1C=NC2=CC=CC=C2C1NCCCCCC(=O)OCC (ethyl 6-(3-aminoquinolin-4-ylamino)hexanoate), C(CCC)(OC)(OC)OC (trimethyl orthobutyrate). Reagents/catalysts: C1(=CC=C(C=C1)S(=O)(=O)[O-])C.[NH+]1=CC=CC=C1 (pyridinium p-toluenesulfonate). Solvent: C1(=CC=CC=C1)C (toluene), C1(=CC=CC=C1)C (toluene). The product is C(CC)C=1N(C2=C(C=NC=3C=CC=CC23)N1)CCCCCC(=O)OCC (ethyl 6-(2-propyl-1H-imidazo[4,5-c]quinolin-1-yl)hexanoate). Isolated yield 89.3%. RXN SMILES: [NH2:1][C:2]1[CH:3]=[N:4][C:5]2[C:10]([C:11]=1[NH:12][CH2:13][CH2:14][CH2:15][CH2:16][CH2:17][C:18]([O:20][CH2:21][CH3:22])=[O:19])=[CH:9][CH:8]=[CH:7][CH:6]=2.[C:23](OC)(OC)(OC)[CH2:24][CH2:25][CH3:26]>C1(C)C=CC=CC=1.C1(C)C=CC(S([O-])(=O)=O)=CC=1.[NH+]1C=CC=CC=1>[CH2:24]([C:23]1[N:12]([CH2:13][CH2:14][CH2:15][CH2:16][CH2:17][C:18]([O:20][CH2:21][CH3:22])=[O:19])[C:11]2[C:10]3[CH:9]=[CH:8][CH:7]=[CH:6][C:5]=3[N:4]=[CH:3][C:2]=2[N:1]=1)[CH2:25][CH3:26] |f:3.4|. Procedure: A solution of ethyl 6-(3-aminoquinolin-4-ylamino)hexanoate (34.3 g, 114 mmol), trimethyl orthobutyrate (19.5 g, 131 mmol), and pyridinium p-toluenesulfonate (1.0 g, 4.0 mmol) in toluene (250 mL) was heated at reflux under a Dean-Stark trap for 5 hours, periodically draining off the distillate and adding fresh toluene to the reaction mixture. The solution was concentrated under reduced pressure, and the residue was taken up in dichloromethane (150 mL), washed successively with a saturated aqueous... Reactants: ClC1=NC(=NC=C1C#N)SC (4-chloro-2-(methylthio)pyrimidine-5-carbonitrile), CCN(C(C)C)C(C)C (DIEA), Cl.C12(CC(C1)C2)N (bicyclo[1.1.1]pentan-1-amine hydrochloride), O (water). The solvent is CS(=O)C (DMSO). Reaction conditions: temperature 60 celsius, time 2 hour. The product is C12(CC(C1)C2)NC2=NC(=NC=C2C#N)SC (4-(Bicyclo[1.1.1]pentan-1-ylamino)-2-(methylthio)pyrimidine-5-carbonitrile). Yield: 93.1%. As a reaction SMILES: Cl[C:2]1[C:7]([C:8]#[N:9])=[CH:6][N:5]=[C:4]([S:10][CH3:11])[N:3]=1.CCN(C(C)C)C(C)C.Cl.[C:22]12([NH2:27])[CH2:26][CH:24]([CH2:25]1)[CH2:23]2.O>CS(C)=O>[C:22]12([NH:27][C:2]3[C:7]([C:8]#[N:9])=[CH:6][N:5]=[C:4]([S:10][CH3:11])[N:3]=3)[CH2:26][CH:24]([CH2:25]1)[CH2:23]2 |f:2.3|. Reported procedure: To a stirred solution of 4-chloro-2-(methylthio)pyrimidine-5-carbonitrile (3.0 g, 16 mmol) in DMSO (20 mL) was added DIEA (6.2 g, 48 mmol) and bicyclo[1.1.1]pentan-1-amine hydrochloride (1.9 g, 16 mmol; prepared according to Org. Lett., 13(17): 4746-4748 (2011)). The resulting mixture was stirred at 60° C. for 2 h and then poured into water. The mixture was extracted with ethyl acetate and the combined organic layers were dried over anhydrous sodium sulfate, filtered and concentrated to afford t... The reactants are COC(CC=1OC=C(C=2C1N=C1C=CC=CC21)N)=O (4-aminopyrano[3,4-b]indole acetic acid methyl ester), C=O (formaldehyde). Run in CO (methanol). Yields the product COC(CC=1OC=C(C=2C1N=C1C=CC=CC21)OC)=O (4-methoxypyrano[3,4-b]indole acetic acid methyl ester). Isolated yield 80.0%. As a reaction SMILES: [CH3:1][O:2][C:3](=[O:19])[CH2:4][C:5]1[O:6][CH:7]=[C:8](N)[C:9]2[C:10]=1[N:11]=[C:12]1[C:17]=2[CH:16]=[CH:15][CH:14]=[CH:13]1.[CH2:20]=[O:21]>CO>[CH3:1][O:2][C:3](=[O:19])[CH2:4][C:5]1[O:6][CH:7]=[C:8]([O:21][CH3:20])[C:9]2[C:10]=1[N:11]=[C:12]1[C:17]=2[CH:16]=[CH:15][CH:14]=[CH:13]1. Procedure: When the 4-aminopyrano[3,4-b]indole acetic acid methyl ester 12 was treated with aqueous formaldehyde in methanol, an 80% yield of 4-methoxypyrano[3,4-b]indole acetic acid methyl ester 16 was obtained as an 8.5:1 diastereomeric mixture. Reactants: CCN=C=NCCCN(C)C, ClCCl, Cl, Nc1cccc(C(F)(F)F)c1, CN(C)C=O, O=C(O)c1cccc(C(=O)O)c1. The product is O=C(O)c1cccc(C(=O)Nc2cccc(C(F)(F)F)c2)c1. As a reaction SMILES: [CH3:2][N:3]([CH3:4])[CH2:5][CH2:6][CH2:7][N:8]=[C:9]=[N:10][CH2:11][CH3:12].[Cl:36][CH2:37][Cl:38].[ClH:1].[F:25][C:26]([c:27]1[cH:28][c:29]([NH2:33])[cH:30][cH:31][cH:32]1)([F:34])[F:35].[O:39]=[CH:40][N:41]([CH3:42])[CH3:43].[OH:13][C:14](=[O:15])[c:16]1[cH:17][cH:18][cH:19][c:20]([C:22]([OH:23])=[O:24])[cH:21]1>>[C:14](=[O:15])([c:16]1[cH:17][cH:18][cH:19][c:20]([C:22]([OH:23])=[O:24])[cH:21]1)[NH:33][c:29]1[cH:28][c:27]([C:26]([F:25])([F:34])[F:35])[cH:32][cH:31][cH:30]1. Starting materials: C1(=CC=CC2=CC=CC=C12)C(=O)O (1--Naphthoic acid), CO (methanol), S(O)(O)(=O)=O (sulfuric acid). Solvent: ClCCCl (1,2-dichloroethane). Run at temperature 60 celsius, time 17 hour. Yields the product C1(=CC=CC2=CC=CC=C12)C(=O)OC (Methyl 1-naphthoate). The yield is 87.0%. RXN SMILES: [C:1]1([C:11]([OH:13])=[O:12])[C:10]2[C:5](=[CH:6][CH:7]=[CH:8][CH:9]=2)[CH:4]=[CH:3][CH:2]=1.[CH3:14]O.S(=O)(=O)(O)O>ClCCCl>[C:1]1([C:11]([O:13][CH3:14])=[O:12])[C:10]2[C:5](=[CH:6][CH:7]=[CH:8][CH:9]=2)[CH:4]=[CH:3][CH:2]=1. Procedure details: The synthesis method of Example 7-(1) was applied. 1--Naphthoic acid (4.97 g), methanol (10 ml), 1,2-dichloroethane (12 ml) and concentrated sulfuric acid (0.6 ml) were used as reagents and the mixture was stirred at 60° C. for 17 hours. After the reaction, the mixture was extracted with ether to give 4.35 g of a pale-yellow transparent liquid (yield 87%). Reactants: [H-].[H-].[H-].[H-].[Li+].[Al+3] (LiAlH4), [Al+3].[Cl-].[Cl-].[Cl-] (AlCl3), BrC1=CC(=C(C=C1)O)C(C1=CC=CC=C1)O (4-bromo-2-(hydroxy-phenyl-methyl)-phenol), mixture, Cl (HCl). Run in CCOCC (Et2O), CCOCC (Et2O), CCOCC (Et2O), C(Cl)Cl (CH2Cl2), CCOCC.CO (Et2O MeOH). Run at time 30 minute. The product is C(C1=CC=CC=C1)C1=C(C=CC(=C1)Br)O (2-benzyl-4-bromo-phenol). The yield is 62.0%. Reaction SMILES: [Al+3].[Cl-].[Cl-].[Cl-].[H-].[H-].[H-].[H-].[Li+].[Al+3].[Br:11][C:12]1[CH:17]=[CH:16][C:15]([OH:18])=[C:14]([CH:19](O)[C:20]2[CH:25]=[CH:24][CH:23]=[CH:22][CH:21]=2)[CH:13]=1.Cl>CCOCC.C(Cl)Cl.CCOCC.CO>[CH2:19]([C:14]1[CH:13]=[C:12]([Br:11])[CH:17]=[CH:16][C:15]=1[OH:18])[C:20]1[CH:21]=[CH:22][CH:23]=[CH:24][CH:25]=1 |f:0.1.2.3,4.5.6.7.8.9,14.15|. Procedure details: A solution of 13.24 g (99.3 mmol, 4.1 eqv) AlCl3 in 85 ml dry Et2O was added cautiously under stirring to a suspension of 3.91 g (102.9 mmol, 4.2 eqv) LiAlH4 in 100 ml dry Et2O. After complete addition the resulting mixture was stirred for 30 min at rt and then a solution of 6.85 g (24.5 mmol) 4-Bromo-2-(hydroxy-phenyl-methyl)-phenol (19) in 80 ml dry Et2O was added dropwise. The mixture was refluxed for 12 h and after that cooled to 0° C. After adding cautiously 60 ml of a mixture of Et2O/MeOH ... Starting materials: FC1=CC=C2CC/C(/C2=C1)=C\C(=O)N ((E)-2-(6-fluoro-1-indanylidene)acetamide), quartz. The solvent is ClCCl.CO (dichloromethane methanol). Reaction SMILES: [F:1][C:2]1[CH:10]=[C:9]2[C:5]([CH2:6][CH2:7]/[C:8]/2=[CH:11]\[C:12]([NH2:14])=[O:13])=[CH:4][CH:3]=1>ClCCl.CO.[Hg]>[F:1][C:2]1[CH:10]=[C:9]2[C:5]([CH2:6][CH2:7]/[C:8]/2=[CH:11]/[C:12]([NH2:14])=[O:13])=[CH:4][CH:3]=1 |f:1.2|. Product: FC1=CC=C2CC/C(/C2=C1)=C/C(=O)N ((Z)-2-(6-fluoro-1-indanylidene)acetamide). The yield is 36.0%. Reported procedure: A solution of (E)-2-(6-fluoro-1-indanylidene)acetamide (20 g,104.6 mmol) in dichloromethane:methanol(3:1) (1000 ml) was irradiated by an Canrad-Hanovia quartz, mercury-vapor photochemical immersion lamp, 450 wattts (Ace Glass, 7825-35) for 0.5 h. The volatiles were removed by spin evaporation in vacuo to give a beige residue. This residue was chromatographed on Silica Gel 60 using a step gradient going from ethyl acetate: hexanes(1:1) to ethyl acetate:ethanol(1:1). Fractions containing (Z)-2-(6-... Reagents/catalysts: [Hg] (mercury).